The task is: describe an organic reaction: reactants, conditions, products, and yield. This data is from the Open Reaction Database (ORD), a public repository of structured organic reaction records. The reactants are S(=O)(Cl)Cl (Thionyl chloride), N1=CC(=CC=C1)CCC1=CC=C(C(=O)O)C=C1 (4-(2-(3-pyridyl)ethyl)benzoic acid). Run in CN(C)C=O (DMF). The product is Cl.N1=CC(=CC=C1)CCC1=CC=C(C(=O)Cl)C=C1 (4-(2-(3-pyridyl)ethyl)benzoyl chloride hydrochloride). Reaction SMILES: S(Cl)([Cl:3])=O.[N:5]1[CH:10]=[CH:9][CH:8]=[C:7]([CH2:11][CH2:12][C:13]2[CH:21]=[CH:20][C:16]([C:17](O)=[O:18])=[CH:15][CH:14]=2)[CH:6]=1>CN(C=O)C>[ClH:3].[N:5]1[CH:10]=[CH:9][CH:8]=[C:7]([CH2:11][CH2:12][C:13]2[CH:21]=[CH:20][C:16]([C:17]([Cl:3])=[O:18])=[CH:15][CH:14]=2)[CH:6]=1 |f:3.4|. Procedure details: Methyl 4-(2-(3-pyridyl)ethyl)benzoate was dissolved in methanol (10 ml) and a solution of potassium hydroxide (2.1 g, 37.3 mmol) in water (2 ml) added. The mixture was stirred overnight and the pH lowered to ca. 7 by the cautious addition of concentrated hydrochloric acid. Methanol (20 ml) was added and the suspension filtered, the filtrate concentrated to give an oil to which 2M HCl was added to bring the pH to 8. A solid precipitate formed, the solvent was removed under reduced pressure and th... Starting materials: [Cl-].[Al+3].[Cl-].[Cl-] (aluminum chloride), ClC1=C(C=CC=C1)Cl (1,2-dichlorobenzene), FC1=C(C(=CC=C1)C)C (3-fluoro-o-xylene), stainless steel, FC1=C(C(=C(C=O)C=C1)C)C (4-fluoro-2,3-dimethylbenzaldehyde). The reagents and catalysts are Cl (HCl). The solvent is Parr®-brand 4522. Run at temperature 50 celsius. Product: FC1=C(C=O)C=CC(=C1C)C (2-fluoro-3,4-dimethylbenzaldehyde). Yield: 79.1%. RXN SMILES: [Cl-].[Al+3].[Cl-].[Cl-].ClC1C=CC=CC=1Cl.[F:13][C:14]1[CH:19]=[CH:18][CH:17]=[C:16]([CH3:20])[C:15]=1[CH3:21].FC1C=CC([CH:27]=[O:28])=C(C)C=1C>Cl>[F:13][C:14]1[C:15]([CH3:21])=[C:16]([CH3:20])[CH:17]=[CH:18][C:19]=1[CH:27]=[O:28] |f:0.1.2.3|. Procedure: 67.60 g of aluminum chloride (mol. Wt. 133.34; 507.0 mmol), 450.0 g of 1,2-dichlorobenzene (mol. Wt. 147.00; 3,061 mmol), and about 503.54 g of 3-fluoro-o-xylene (mol. Wt. 124.16; 789.3 mmol) were charged to a 2 liter Parr®-brand 4522 stainless steel reaction vessel. To this mixture was added 5 drops of concentrated HCl. The vessel was sealed, heated to 50° C., and purged three times with carbon monoxide with the pressure of the vessel increased to 100 psi for each purging. After the third purge... Reactants: C1CCOC1, CCN, Cc1c(CCl)cccc1[N+](=O)[O-], [K+], [K+], O=C([O-])[O-]. Yields the product CCNCc1cccc([N+](=O)[O-])c1C. RXN SMILES: [CH2:22]1[O:23][CH2:24][CH2:25][CH2:26]1.[CH3:13][CH2:14][NH2:15].[CH3:1][c:2]1[c:3]([CH2:4][Cl:5])[cH:6][cH:7][cH:8][c:9]1[N+:10](=[O:11])[O-:12].[K+:16].[K+:17].[O-:18][C:19]([O-:20])=[O:21]>>[CH3:1][c:2]1[c:3]([CH2:4][NH:15][CH2:14][CH3:13])[cH:6][cH:7][cH:8][c:9]1[N+:10](=[O:11])[O-:12]. Starting materials: CCCC[N+](CCCC)(CCCC)CCCC, C[Si](C)(C)C#Cc1ccc(Cl)cn1, [F-], CC1(c2cccc(I)c2)COCC(N)=N1, C1CCOC1. Product: CC1(c2cccc(C#Cc3ccc(Cl)cn3)c2)COCC(N)=N1. RXN SMILES: [CH3:30][CH2:31][CH2:32][CH2:33][N+:34]([CH2:35][CH2:36][CH2:37][CH3:38])([CH2:39][CH2:40][CH2:41][CH3:42])[CH2:43][CH2:44][CH2:45][CH3:46].[Cl:16][c:17]1[cH:18][cH:19][c:20]([C:23]#[C:24][Si:25]([CH3:26])([CH3:27])[CH3:28])[n:21][cH:22]1.[F-:29].[I:1][c:2]1[cH:3][c:4]([C:8]2([CH3:15])[N:9]=[C:10]([NH2:14])[CH2:11][O:12][CH2:13]2)[cH:5][cH:6][cH:7]1.[O:47]1[CH2:48][CH2:49][CH2:50][CH2:51]1>>[c:2]1([C:24]#[C:23][c:20]2[cH:19][cH:18][c:17]([Cl:16])[cH:22][n:21]2)[cH:3][c:4]([C:8]2([CH3:15])[N:9]=[C:10]([NH2:14])[CH2:11][O:12][CH2:13]2)[cH:5][cH:6][cH:7]1. Reactants: BrC1=CC=C(C=C1)[C@H](C)N1C(O[C@@](CC1)(CCCO)C1=CC=C(C=C1)F)=O ((R)-3-((S)-1-(4-bromophenyl)ethyl)-6-(4-fluorophenyl)-6-(3-hydroxypropyl)-1,3-oxazinan-2-one), ClC=1C=C(C=NC1)B(O)O (5-chloropyridine-3-boronic acid). Yields the product ClC=1C=C(C=NC1)C1=CC=C(C=C1)[C@H](C)N1C(O[C@@](CC1)(CCCO)C1=CC=C(C=C1)F)=O ((R)-3-((S)-1-(4-(5-chloropyridin-3-yl)phenyl)ethyl)-6-(4-fluoroPhenyl)-6-(3-hydroxypropyl)-1,3-oxazinan-2-one). RXN SMILES: Br[C:2]1[CH:7]=[CH:6][C:5]([C@@H:8]([N:10]2[CH2:15][CH2:14][C@@:13]([C:20]3[CH:25]=[CH:24][C:23]([F:26])=[CH:22][CH:21]=3)([CH2:16][CH2:17][CH2:18][OH:19])[O:12][C:11]2=[O:27])[CH3:9])=[CH:4][CH:3]=1.[Cl:28][C:29]1[CH:30]=[C:31](B(O)O)[CH:32]=[N:33][CH:34]=1>>[Cl:28][C:29]1[CH:30]=[C:31]([C:2]2[CH:3]=[CH:4][C:5]([C@@H:8]([N:10]3[CH2:15][CH2:14][C@@:13]([C:20]4[CH:25]=[CH:24][C:23]([F:26])=[CH:22][CH:21]=4)([CH2:16][CH2:17][CH2:18][OH:19])[O:12][C:11]3=[O:27])[CH3:9])=[CH:6][CH:7]=2)[CH:32]=[N:33][CH:34]=1. Procedure: The title compound was prepared from (R)-3-((S)-1-(4-bromophenyl)ethyl)-6-(4-fluorophenyl)-6-(3-hydroxypropyl)-1,3-oxazinan-2-one and 5-chloropyridine-3-boronic acid following a procedure analogous to that described in Example 14. LC-MS Method 1 tR=1.64 min, m/z=469. Reactants: CC1=C(C(=CC(=C1)OCCCS(=O)(=O)C)C)C1=CC(=CC=C1)COC1=CC2=C(C(=CO2)CC(=O)O)C=C1 ([6-({2′,6′-dimethyl-4′-[3-(methylsulfonyl)propoxy]biphenyl-3-yl}methoxy)-1-benzofuran-3-yl]acetic acid), C(C)O (ethanol). Run in C(C)N(CC)CC (triethylamine). Conditions: temperature 50 celsius, time 24 hour. Product: CC1=C(C(=CC(=C1)OCCCS(=O)(=O)C)C)C1=CC(=CC=C1)COC1=CC2=C([C@@H](CO2)CC(=O)O)C=C1 ([(3S)-6-({2′,6′-dimethyl-4′-[3-(methylsulfonyl)propoxy]biphenyl-3-yl}methoxy)-2,3-dihydro-1-benzofuran-3-yl]acetic acid). The yield is 99.8%. Reaction SMILES: [CH3:1][C:2]1[CH:7]=[C:6]([O:8][CH2:9][CH2:10][CH2:11][S:12]([CH3:15])(=[O:14])=[O:13])[CH:5]=[C:4]([CH3:16])[C:3]=1[C:17]1[CH:22]=[CH:21][CH:20]=[C:19]([CH2:23][O:24][C:25]2[CH:37]=[CH:36][C:28]3[C:29]([CH2:32][C:33]([OH:35])=[O:34])=[CH:30][O:31][C:27]=3[CH:26]=2)[CH:18]=1.C(O)C>C(N(CC)CC)C>[CH3:16][C:4]1[CH:5]=[C:6]([O:8][CH2:9][CH2:10][CH2:11][S:12]([CH3:15])(=[O:14])=[O:13])[CH:7]=[C:2]([CH3:1])[C:3]=1[C:17]1[CH:22]=[CH:21][CH:20]=[C:19]([CH2:23][O:24][C:25]2[CH:37]=[CH:36][C:28]3[C@H:29]([CH2:32][C:33]([OH:35])=[O:34])[CH2:30][O:31][C:27]=3[CH:26]=2)[CH:18]=1. Procedure: Under an argon atmosphere, to [6-({2′,6′-dimethyl-4′-[3-(methylsulfonyl)propoxy]biphenyl-3-yl}methoxy)-1-benzofuran-3-yl]acetic acid (522 mg), dichloro[(+)-1,2-bis((2R,5R)-2,5-diisopropylphosphorano)benzene]ruthenium (II)-N,N-dimethylformamide complex (7.4 mg) in an autoclave container was added a solution of dehydrated ethanol (6 mL) containing triethylamine (0.139 mL), and the mixture was stirred at 50° C. for 24 hr under a hydrogen atmosphere (1 MPa). The reaction mixture was concentrated, 10... Reactants: COCC1=CC(=C(C(=N1)N)N)N (6-Methoxymethyl-2,3,4-triamino-pyridine), Br.BrCC(=O)C1=NC=CC=C1C(F)(F)F (2-bromo-1-(3-trifluoromethyl-pyridin-2-yl)-ethanone hydrobromide), C(=O)(O)[O-].[Na+] (NaHCO3), O1CCOCC1 (dioxane). The solvent is O (water). Reaction conditions: temperature 100 celsius, time 3 hour. The product is COCC=1C=C(C=2C(=NC(=CN2)C2=NC=CC=C2C(F)(F)F)N1)N (6-Methoxymethyl-3-(3-trifluoromethyl-pyridin-2-yl)-pyrido-[2,3-b]pyrazin-8-ylamine). RXN SMILES: [CH3:1][O:2][CH2:3][C:4]1[N:9]=[C:8]([NH2:10])[C:7]([NH2:11])=[C:6]([NH2:12])[CH:5]=1.Br.Br[CH2:15][C:16]([C:18]1[C:23]([C:24]([F:27])([F:26])[F:25])=[CH:22][CH:21]=[CH:20][N:19]=1)=O.C([O-])(O)=O.[Na+].O1CCOCC1>O>[CH3:1][O:2][CH2:3][C:4]1[CH:5]=[C:6]([NH2:12])[C:7]2[C:8]([N:9]=1)=[N:10][C:16]([C:18]1[C:23]([C:24]([F:27])([F:25])[F:26])=[CH:22][CH:21]=[CH:20][N:19]=1)=[CH:15][N:11]=2 |f:1.2,3.4|. Procedure: 6-Methoxymethyl-2,3,4-triamino-pyridine (353 mg, 2.10 mmol), 2-bromo-1-(3-trifluoromethyl-pyridin-2-yl)-ethanone hydrobromide (771 mg, 2.21 mmol; synthesis described in Example 2E, below), and NaHCO3 (554 mg, 6.59 mmol) are dissolved into a solution of dioxane (20 mL) and water (20 mL). The reaction mixture is stirred 1 hour at room temperature and 3 hours at 100° C. The mixture is cooled and filtered through Celite. The Celite bed is washed with EtOAc (20 mL). The aqueous mixture is extracted w... Starting materials: COC(COC1=C2C(=C(N(C2=CC=C1)CC1=C(C=CC=C1)C1=CC=CC=C1)CCC)C(C(=O)N)=O)=O ([[3-(2-amino-1,2-dioxoethyl)-1-([1,1'-biphenyl]-2-ylmethyl)-2-propyl-1H-indol-4-yl]oxy]acetic acid methyl ester). Solvent: [OH-].[Na+] (NaOH), CO (MeOH). Reaction conditions: time 0.75 hour. Product: NC(C(=O)C1=C(N(C2=CC=CC(=C12)OCC(=O)O)CC1=C(C=CC=C1)C1=CC=CC=C1)CCC)=O ([[3-(2-amino-1,2-dioxoethyl)-1-([1,1'-biphenyl]-2-ylmethyl)-2-propyl-1H-indol-4-yl]oxy]acetic acid). Isolated yield 88.3%. RXN SMILES: C[O:2][C:3](=[O:36])[CH2:4][O:5][C:6]1[CH:14]=[CH:13][CH:12]=[C:11]2[C:7]=1[C:8]([C:31](=[O:35])[C:32]([NH2:34])=[O:33])=[C:9]([CH2:28][CH2:29][CH3:30])[N:10]2[CH2:15][C:16]1[CH:21]=[CH:20][CH:19]=[CH:18][C:17]=1[C:22]1[CH:27]=[CH:26][CH:25]=[CH:24][CH:23]=1>[OH-].[Na+].CO>[NH2:34][C:32](=[O:33])[C:31]([C:8]1[C:7]2[C:11](=[CH:12][CH:13]=[CH:14][C:6]=2[O:5][CH2:4][C:3]([OH:36])=[O:2])[N:10]([CH2:15][C:16]2[CH:21]=[CH:20][CH:19]=[CH:18][C:17]=2[C:22]2[CH:23]=[CH:24][CH:25]=[CH:26][CH:27]=2)[C:9]=1[CH2:28][CH2:29][CH3:30])=[O:35] |f:1.2|. Procedure: A mixture of 440 mg (0.9 mmol) of [[3-(2-amino-1,2-dioxoethyl)-1-([1,1'-biphenyl]-2-ylmethyl)-2-propyl-1H-indol-4-yl]oxy]acetic acid methyl ester in 5 mL of 1N NaOH and 15 mL of MeOH was stirred for 0.75 hours, concentrated at reduced pressure and the residue taken up in EtOAc/water. The aqueous layer was separated, made acidic with 1N HCl to pH 2-3 and extracted with EtOAc. The EtOAc solution was dried (MgSO4) and evaporated to give 374 mg (88% yield) of [[3-(2-amino-1,2-dioxoethyl)-1-([1,1'-bi...